describe an organic reaction: reactants, conditions, products, and yield From a dataset of the Open Reaction Database (ORD), a public repository of structured organic reaction records. Starting materials: S(O)(O)(=O)=O (Sulfuric acid), ClC1=CC(=C(C(=O)O)C=C1Cl)C=1NC(C2=C(N1)C=CS2)=O (4,5-dichloro-2-(4-oxo-3,4-dihydrothieno[3,2-d]pyrimidine-2-yl)benzoic acid), CO.O1CCOCC1 (MeOH 1,4-dioxane). Conditions: temperature 70 celsius, time 3 day. Product: ClC1=CC(=C(C(=O)OC)C=C1Cl)C=1NC(C2=C(N1)C=CS2)=O (methyl 4,5-dichloro-2-(4-oxo-3,4-dihydrothieno[3,2-d]pyrimidine-2-yl)benzoate). As a reaction SMILES: S(=O)(=O)(O)O.[Cl:6][C:7]1[C:15]([Cl:16])=[CH:14][C:10]([C:11]([OH:13])=[O:12])=[C:9]([C:17]2[NH:18][C:19](=[O:26])[C:20]3[S:25][CH:24]=[CH:23][C:21]=3[N:22]=2)[CH:8]=1.CO.O1CCOC[CH2:30]1>>[Cl:6][C:7]1[C:15]([Cl:16])=[CH:14][C:10]([C:11]([O:13][CH3:30])=[O:12])=[C:9]([C:17]2[NH:18][C:19](=[O:26])[C:20]3[S:25][CH:24]=[CH:23][C:21]=3[N:22]=2)[CH:8]=1 |f:2.3|. Reported procedure: 3-aminothiophene-2-carboxamide was added to an acetic acid solution of 4,5-dichlorophthalic anhydride and stirred all night heated to reflux to give 3-(5,6-dichloro-1,3-dioxo-1,3-dihydro-2H-isoindole-2-yl)thiophene-2-carboxamide. 1M NaOH aq was added to THF-MeOH solution of the obtained 3-(5,6-dichloro-1,3-dioxo-1,3-dihydro-2H-isoindole-2-yl)thiophene-2-carboxamide and stirred for 2.5 hours at 80° C. to give 4,5-dichloro-2-(4-oxo-3,4-dihydrothieno[3,2-d]pyrimidine-2-yl)benzoic acid. Sulfuric aci... Reactants: C(OCC)(OCC)OCC (triethyl orthoformate), Cl.N1=CC=CC=C1 (pyridine hydrochloride), NC=1C=NC2=CC=CC=C2C1NNC(=O)OC(C)(C)C (tert-butyl N′-(3-aminoquinolin-4-yl)hydrazinecarboxylate). The solvent is C(Cl)(Cl)Cl (CHCl3), C1(=CC=CC=C1)C (toluene). Conditions: temperature 130 celsius, time 23 hour. Yields the product N1(C=NC=2C=NC=3C=CC=CC3C21)NC(OC(C)(C)C)=O (tert-butyl N-(1H-imidazo[4,5-c]quinolin-1-yl)carbamate). As a reaction SMILES: [NH2:1][C:2]1[CH:3]=[N:4][C:5]2[C:10]([C:11]=1[NH:12][NH:13][C:14]([O:16][C:17]([CH3:20])([CH3:19])[CH3:18])=[O:15])=[CH:9][CH:8]=[CH:7][CH:6]=2.[CH:21](OCC)(OCC)OCC.Cl.N1C=CC=CC=1>C1(C)C=CC=CC=1.C(Cl)(Cl)Cl>[N:12]1([NH:13][C:14](=[O:15])[O:16][C:17]([CH3:20])([CH3:19])[CH3:18])[C:11]2[C:10]3[CH:9]=[CH:8][CH:7]=[CH:6][C:5]=3[N:4]=[CH:3][C:2]=2[N:1]=[CH:21]1 |f:2.3|. Procedure details: A suspension of tert-butyl N′-(3-aminoquinolin-4-yl)hydrazinecarboxylate (6.50 g, 23.7 mmol) in 100 mL of toluene was treated with triethyl orthoformate (8.68 mL, 52.2 mmol) and pyridine hydrochloride (0.14 g, 1.2 mmol) and heated to 130° C. under an atmosphere of nitrogen. After 23 h, the reaction mixture was concentrated under reduced pressure to yield a red/brown oil. The oil was dissolved in CHCl3 (150 mL) and washed with water (2×50 mL), brine (50 mL), dried over Na2SO4, filtered and concen... The reactants are C1CCOC1, COC(=O)C(CCSC)NC(=O)c1ccc([N+](=O)[O-])cc1-c1ccccc1, C[Si](C)(C)CCO, CC(C)N=C=NC(C)C, CO, CN(C)c1ccncc1, Cl, [Li+], [OH-]. The product is CSCCC(NC(=O)c1ccc([N+](=O)[O-])cc1-c1ccccc1)C(=O)OCC[Si](C)(C)C. As a reaction SMILES: [CH2:58]1[O:59][CH2:60][CH2:61][CH2:62]1.[CH3:1][O:2][C:3]([CH:4]([NH:5][C:6]([c:7]1[c:8](-[c:16]2[cH:17][cH:18][cH:19][cH:20][cH:21]2)[cH:9][c:10]([N+:13](=[O:14])[O-:15])[cH:11][cH:12]1)=[O:22])[CH2:23][CH2:24][S:25][CH3:26])=[O:27].[CH3:31][Si:32]([CH2:33][CH2:34][OH:35])([CH3:36])[CH3:37].[CH3:38][CH:39]([N:40]=[C:41]=[N:42][CH:43]([CH3:44])[CH3:45])[CH3:46].[CH3:47][OH:48].[CH3:49][N:50]([CH3:51])[c:52]1[cH:53][cH:54][n:55][cH:56][cH:57]1.[ClH:30].[Li+:28].[OH-:29]>>[CH2:1]([O:2][C:3]([CH:4]([NH:5][C:6]([c:7]1[c:8](-[c:16]2[cH:17][cH:18][cH:19][cH:20][cH:21]2)[cH:9][c:10]([N+:13](=[O:14])[O-:15])[cH:11][cH:12]1)=[O:22])[CH2:23][CH2:24][S:25][CH3:26])=[O:27])[CH2:33][Si:32]([CH3:31])([CH3:36])[CH3:37]. Isolated yield 70.0%. The product is C(C)(=O)N1C(SCC1C(=O)O)(C(=O)O)C (N-acetyl-2-methylthiazolidine-2,4-dicarboxylic acid), solid. Reactants: CCOC(=O)C1(SCC(N1)C(=O)O)C (2-methylthiazolidine-2,4-dicarboxylic acid 2-ethyl ester), NC(CS)C(=O)O (DL-cysteine). Reaction SMILES: CC[O:3][C:4]([C:6]1([CH3:14])[NH:10][CH:9]([C:11]([OH:13])=[O:12])[CH2:8][S:7]1)=[O:5].N[CH:16]([C:19](O)=[O:20])CS>>[C:19]([N:10]1[CH:9]([C:11]([OH:13])=[O:12])[CH2:8][S:7][C:6]1([CH3:14])[C:4]([OH:3])=[O:5])(=[O:20])[CH3:16]. Procedure details: By an operation similar to that in Synthetic Example 13 and using 2-methylthiazolidine-2,4-dicarboxylic acid 2-ethyl ester synthesized from DL-cysteine by a method similar to that in Reference Example 2, N-acetyl-2-methylthiazolidine-2,4-dicarboxylic acid (trans form) was obtained as a white solid (yield 70%). Reactants: FB(F)F, O=C(Nc1nc(-c2ccco2)c(N2CCOCC2)s1)C1CCN(C(=O)OCc2ccccc2)CC1, CCOCC, CSC, ClCCl, N. Yields the product O=C(Nc1nc(-c2ccco2)c(N2CCOCC2)s1)C1CCNCC1. RXN SMILES: [B:44]([F:45])([F:46])[F:47].[CH2:1]([O:2][C:3](=[O:4])[N:11]1[CH2:12][CH2:13][CH:14]([C:17](=[O:18])[NH:19][c:20]2[s:21][c:22]([N:30]3[CH2:31][CH2:32][O:33][CH2:34][CH2:35]3)[c:23](-[c:25]3[o:26][cH:27][cH:28][cH:29]3)[n:24]2)[CH2:15][CH2:16]1)[c:5]1[cH:6][cH:7][cH:8][cH:9][cH:10]1.[CH2:39]([O:40][CH2:41][CH3:42])[CH3:43].[CH3:36][S:37][CH3:38].[Cl:49][CH2:50][Cl:51].[NH3:48]>>[NH:11]1[CH2:12][CH2:13][CH:14]([C:17](=[O:18])[NH:19][c:20]2[s:21][c:22]([N:30]3[CH2:31][CH2:32][O:33][CH2:34][CH2:35]3)[c:23](-[c:25]3[o:26][cH:27][cH:28][cH:29]3)[n:24]2)[CH2:15][CH2:16]1. Starting materials: C(C)(=O)NC(C(=O)NC(C(=O)N1C(CN(CC1)C(CC1=CC2=CC=CC=C2C=C1)C(NC)=O)CCOC(C)=O)CC1=CC=C(C=C1)F)CC1=C(C=CC=C1)O (acetic acid 2-[1-{2-[2-acetylamino-3-(hydroxyphenyl)propionylamino]-3-(4-fluorophenyl)propionyl}-4-(1-methylcarbamoyl-2-naphthalen-2-ylethyl)piperazin-2-yl]ethyl ester), O([Na])C (NaOCH3). The solvent is CO (methanol). Conditions: time 8 hour. The product is C(C)(=O)NC(C(=O)NC(C(=O)N1C(CN(CC1)C(C(=O)NC)CC1=CC2=CC=CC=C2C=C1)CCO)CC1=CC=C(C=C1)F)CC1=CC=C(C=C1)O (2-[4-[2-[2-acetylamino-3-(4-hydroxyphenyl)propionylamino]-3-(4-fluorophenyl)propionyl]-3-(2-hydroxyethyl)piperazin-1-yl]-N-methyl-3-naphthalene-2-yl-propionamide). As a reaction SMILES: [C:1]([NH:4][CH:5]([CH2:48][C:49]1[CH:54]=[CH:53]C=[CH:51][C:50]=1O)[C:6]([NH:8][CH:9]([CH2:40][C:41]1[CH:46]=[CH:45][C:44]([F:47])=[CH:43][CH:42]=1)[C:10]([N:12]1[CH2:17][CH2:16][N:15]([CH:18]([C:30](=[O:33])[NH:31][CH3:32])[CH2:19][C:20]2[CH:29]=[CH:28][C:27]3[C:22](=[CH:23][CH:24]=[CH:25][CH:26]=3)[CH:21]=2)[CH2:14][CH:13]1[CH2:34][CH2:35][O:36]C(=O)C)=[O:11])=[O:7])(=[O:3])[CH3:2].[O:56]([CH3:58])[Na]>CO>[C:1]([NH:4][CH:5]([CH2:48][C:49]1[CH:54]=[CH:53][C:58]([OH:56])=[CH:51][CH:50]=1)[C:6]([NH:8][CH:9]([CH2:40][C:41]1[CH:42]=[CH:43][C:44]([F:47])=[CH:45][CH:46]=1)[C:10]([N:12]1[CH2:17][CH2:16][N:15]([CH:18]([CH2:19][C:20]2[CH:29]=[CH:28][C:27]3[C:22](=[CH:23][CH:24]=[CH:25][CH:26]=3)[CH:21]=2)[C:30]([NH:31][CH3:32])=[O:33])[CH2:14][CH:13]1[CH2:34][CH2:35][OH:36])=[O:11])=[O:7])(=[O:3])[CH3:2]. Procedure details: To a solution acetic acid 2-[1-{2-[2-acetylamino-3-(hydroxyphenyl)propionylamino]-3-(4-fluorophenyl)propionyl}-4-(1-methylcarbamoyl-2-naphthalen-2-ylethyl)piperazin-2-yl]ethyl ester, 65, (7.5 g, 10 mmol) in methanol (50 mL) is added freshly prepared NaOCH3 (0.55 g, 10.1 mmol) and the solution stirred overnight. The solution is concentrated in vacuo, the resulting residue partitioned between dichloromethane and water, the organic layer is dried and concentrated in vacuo to afford the desired prod... Starting materials: C(C)(C)(C)OC(=O)NCC=1C=C(C=CC1C(=O)O)C1=CC=CC=C1 (3-(tert-Butyloxycarbonylaminomethyl)biphenyl-4-carboxylic acid), COC(C(CC1=CC(=CC=C1)C#N)C1NCCC1)=O (3-(3-cyanophenyl)-2-(pyrrolidin-2-yl)-propionic acid methyl ester). Product: COC(C(CC1=CC(=CC=C1)C#N)C1N(CCC1)C(=O)C1=C(C=C(C=C1)C1=CC=CC=C1)CNC(=O)OC(C)(C)C)=O (2-{1-[3-(tert-Butyloxycarbonylaminomethyl)biphenyl-4-carbonyl]-pyrrolidin-2-yl}-3-(3-cyanophenyl)-propionic acid methyl ester). Yield: 80.0%. As a reaction SMILES: [C:1]([O:5][C:6]([NH:8][CH2:9][C:10]1[CH:11]=[C:12]([C:19]2[CH:24]=[CH:23][CH:22]=[CH:21][CH:20]=2)[CH:13]=[CH:14][C:15]=1[C:16](O)=[O:17])=[O:7])([CH3:4])([CH3:3])[CH3:2].[CH3:25][O:26][C:27](=[O:43])[CH:28]([CH:38]1[CH2:42][CH2:41][CH2:40][NH:39]1)[CH2:29][C:30]1[CH:35]=[CH:34][CH:33]=[C:32]([C:36]#[N:37])[CH:31]=1>>[CH3:25][O:26][C:27](=[O:43])[CH:28]([CH:38]1[CH2:42][CH2:41][CH2:40][N:39]1[C:16]([C:15]1[CH:14]=[CH:13][C:12]([C:19]2[CH:24]=[CH:23][CH:22]=[CH:21][CH:20]=2)=[CH:11][C:10]=1[CH2:9][NH:8][C:6]([O:5][C:1]([CH3:4])([CH3:3])[CH3:2])=[O:7])=[O:17])[CH2:29][C:30]1[CH:35]=[CH:34][CH:33]=[C:32]([C:36]#[N:37])[CH:31]=1. Reported procedure: 3-(tert-Butyloxycarbonylaminomethyl)biphenyl-4-carboxylic acid (1.15 g, 3.5 mmol) and 3-(3-cyanophenyl)-2-(pyrrolidin-2-yl)-propionic acid methyl ester (0.91 g, 3.5 mmol) are coupled as described in EXAMPLE 1B to give the title compound (1.22 g, 2.8 mmol). 1H NMR (CDCl3, 300 MHz) □ 7.63-7.25(m, 12H), 4.85-4.70(two m, 1H), 4.48(m, 1H), 4.38(br.s, 2H), 3.80-3.71(m, 1H), 3.68, 3.62(two s, 3H), 3.63-3.40(m, 2H), 3.21-3.10(m, 1H), 2.90-2.78(m, 1H), 2.20-2.05(m, 1H), 2.02-1.65(m, 3H), 1.45(s, 9H). Starting materials: C(C)(C)(C)C=1N=C(C2=C(N1)N(N=N2)CC2=C(C=CC=C2)Cl)N2CCOCC2 (5-tert-Butyl-3-(2-chloro-benzyl)-7-morpholin-4-yl-3H-[1,2,3]triazolo[4,5-d]pyrimidine), C(C)(C)(C)C=1N=C(C2=C(N1)N(N=N2)CC2=C(C=CC=C2)Cl)Cl (5-tert-butyl-7-chloro-3-(2-chlorobenzyl)-3H-[1,2,3]triazolo[4,5-d]pyrimidine), N1CCCC1 (pyrrolidine). Yields the product C(C)(C)(C)C=1N=C(C2=C(N1)N(N=N2)CC2=C(C=CC=C2)Cl)N2CCCC2 (5-tert-Butyl-3-(2-chloro-benzyl)-7-pyrrolidin-1-yl-3H-[1,2,3]triazolo[4,5-d]pyrimidine), solid. Yield: 71.0%. As a reaction SMILES: [C:1]([C:5]1[N:6]=[C:7]([N:22]2[CH2:27][CH2:26]O[CH2:24][CH2:23]2)[C:8]2[N:13]=[N:12][N:11]([CH2:14][C:15]3[CH:20]=[CH:19][CH:18]=[CH:17][C:16]=3[Cl:21])[C:9]=2[N:10]=1)([CH3:4])([CH3:3])[CH3:2].C(C1N=C(Cl)C2N=NN(CC3C=CC=CC=3Cl)C=2N=1)(C)(C)C.N1CCCC1>>[C:1]([C:5]1[N:6]=[C:7]([N:22]2[CH2:27][CH2:26][CH2:24][CH2:23]2)[C:8]2[N:13]=[N:12][N:11]([CH2:14][C:15]3[CH:20]=[CH:19][CH:18]=[CH:17][C:16]=3[Cl:21])[C:9]=2[N:10]=1)([CH3:4])([CH3:3])[CH3:2]. Reported procedure: In analogy to the procedure described for the synthesis of 5-tert-butyl-3-(2-chloro-benzyl)-7-morpholin-4-yl-3H-[1,2,3]triazolo[4,5-d]pyrimidine (example 1, step c), the title compound was prepared from 5-tert-butyl-7-chloro-3-(2-chlorobenzyl)-3H-[1,2,3]triazolo[4,5-d]pyrimidine and pyrrolidine and isolated as white solid (12.4 mg, 71%). MS (m/e): 371.4 (MH+). The reactants are CC1CN(Cc2ccc([N+](=O)[O-])cc2)CCN1C(=O)OC(C)(C)C, CO, [Cl-], [Fe], [NH4+], O. The product is CC1CN(Cc2ccc(N)cc2)CCN1C(=O)OC(C)(C)C. RXN SMILES: [CH3:1][CH:2]1[N:3]([C:18](=[O:19])[O:20][C:21]([CH3:22])([CH3:23])[CH3:24])[CH2:4][CH2:5][N:6]([CH2:8][c:9]2[cH:10][cH:11][c:12]([N+:15]([O-:16])=[O:17])[cH:13][cH:14]2)[CH2:7]1.[CH3:27][OH:28].[Cl-:25].[Fe:30].[NH4+:26].[OH2:29]>>[CH3:1][CH:2]1[N:3]([C:18](=[O:19])[O:20][C:21]([CH3:22])([CH3:23])[CH3:24])[CH2:4][CH2:5][N:6]([CH2:8][c:9]2[cH:10][cH:11][c:12]([NH2:15])[cH:13][cH:14]2)[CH2:7]1.